This data is from the Open Reaction Database (ORD), a public repository of structured organic reaction records. The task is: describe an organic reaction: reactants, conditions, products, and yield Starting materials: NC1=NC2=CC=CC(=C2C(=N1)N)OC1=CC=C(C=C1)OCC1=CC=CC=C1 (2,4-Diamino-5-(4-benzyloxyphenoxy)quinazoline). The reagents and catalysts are [Pd] (Pd/C). The solvent is CN(C(C)=O)C (N,N-dimethylacetamide). The product is NC1=NC2=CC=CC(=C2C(=N1)N)OC1=CC=C(C=C1)O (2,4-diamino-5-(4-hydroxyphenoxy)quinazoline). Yield: 85.7%. Reaction SMILES: [NH2:1][C:2]1[N:11]=[C:10]([NH2:12])[C:9]2[C:4](=[CH:5][CH:6]=[CH:7][C:8]=2[O:13][C:14]2[CH:19]=[CH:18][C:17]([O:20]CC3C=CC=CC=3)=[CH:16][CH:15]=2)[N:3]=1>CN(C)C(=O)C.[Pd]>[NH2:1][C:2]1[N:11]=[C:10]([NH2:12])[C:9]2[C:4](=[CH:5][CH:6]=[CH:7][C:8]=2[O:13][C:14]2[CH:19]=[CH:18][C:17]([OH:20])=[CH:16][CH:15]=2)[N:3]=1. Reported procedure: 2,4-Diamino-5-(4-benzyloxyphenoxy)quinazoline (3.6 g, 10 mmol) was hydrogenated under 4 atm of H2 in the presence of 0.36 g of 10% Pd/C in 80 ml of N,N-dimethylacetamide at 50-60° C. After 4 hours the reaction mixture was filtered through a glass filter of silica gel, concentrated, dissolved in 50 ml of 2-propanol and crystallized at 4° C. The precipitate was collected by filtration, washed with 2-propanol and dried at 50° C. in vacuo to give 2,4-diamino-5-(4-hydroxyphenoxy)quinazoline (2.3 g, 8... Reactants: CN(C)C=O, CCOC(C)=O, O=C(Cl)C(=O)Cl, CC(C)(C#N)c1cccc(C(=O)O)c1Cl, CC(=O)Nc1nc2ccc(Oc3cccc(N)c3)c([N+](=O)[O-])c2s1, C1CCOC1. The product is CC(=O)Nc1nc2ccc(Oc3cccc(NC(=O)c4cccc(C(C)(C)C#N)c4Cl)c3)c([N+](=O)[O-])c2s1. RXN SMILES: [CH3:22][N:23]([CH3:24])[CH:25]=[O:26].[CH3:56][CH2:57][O:58][C:59](=[O:60])[CH3:61].[Cl:16][C:17]([C:18]([Cl:19])=[O:20])=[O:21].[Cl:1][c:2]1[c:3]([C:4](=[O:5])[OH:6])[cH:7][cH:8][cH:9][c:10]1[C:11]([CH3:12])([CH3:13])[C:14]#[N:15].[NH2:27][c:28]1[cH:29][c:30]([O:31][c:32]2[c:33]([N+:45](=[O:46])[O-:47])[c:34]3[c:35]([n:36][c:37]([NH:39][C:40]([CH3:41])=[O:42])[s:38]3)[cH:43][cH:44]2)[cH:48][cH:49][cH:50]1.[O:51]1[CH2:52][CH2:53][CH2:54][CH2:55]1>>[Cl:1][c:2]1[c:3]([C:4](=[O:6])[NH:27][c:28]2[cH:29][c:30]([O:31][c:32]3[c:33]([N+:45](=[O:46])[O-:47])[c:34]4[c:35]([n:36][c:37]([NH:39][C:40]([CH3:41])=[O:42])[s:38]4)[cH:43][cH:44]3)[cH:48][cH:49][cH:50]2)[cH:7][cH:8][cH:9][c:10]1[C:11]([CH3:12])([CH3:13])[C:14]#[N:15].